From a dataset of the Open Reaction Database (ORD), a public repository of structured organic reaction records. describe an organic reaction: reactants, conditions, products, and yield The reactants are NC=1C=C(C=CC1)C1(CCN(CC1)CCCCCC)C (4-(3-aminophenyl)-N-hexyl-4-methylpiperidine), CS(=O)(=O)Cl (methanesulfonyl chloride), N1=CC=CC=C1 (pyridine). Run in ClCCl (dichloromethane), ClCCl (dichloromethane), ClCCl (dichloromethane). Run at time 16 hour. Yields the product N (ammonia), C(CCCCC)N1CCC(CC1)(C)C1=CC(=CC=C1)NS(=O)(=O)C (N-Hexyl-4-(3-methanesulfonylaminophenyl)-4-methylpiperidine). Isolated yield 136.6%. As a reaction SMILES: [NH2:1][C:2]1[CH:3]=[C:4]([C:8]2([CH3:20])[CH2:13][CH2:12][N:11]([CH2:14][CH2:15][CH2:16][CH2:17][CH2:18][CH3:19])[CH2:10][CH2:9]2)[CH:5]=[CH:6][CH:7]=1.[CH3:21][S:22](Cl)(=[O:24])=[O:23].N1C=CC=CC=1>ClCCl>[NH3:1].[CH2:14]([N:11]1[CH2:12][CH2:13][C:8]([C:4]2[CH:5]=[CH:6][CH:7]=[C:2]([NH:1][S:22]([CH3:21])(=[O:24])=[O:23])[CH:3]=2)([CH3:20])[CH2:9][CH2:10]1)[CH2:15][CH2:16][CH2:17][CH2:18][CH3:19]. Reported procedure: To 4-(3-aminophenyl)-N-hexyl-4-methylpiperidine (Preparation 56, 70.0 mg, 0.27 mmol) in dichloromethane (3 ml) was added methanesulfonyl chloride (61 mg, 0.53 mmol) in dichloromethane (0.5 ml) and pyridine (42 mg, 0.53 mmol) in dichloromethane (0.5 ml) at room temperature. The solution was stirred at room temperature for 16 h, then it was concentrated in vacuo to give the crude product. This was purified by silica column chromatography eluting with a gradient of ethyl acetate:hexane:0.88 ammonia... The reagents and catalysts are N1CCCCC1 (piperidine). The yield is 76.5%. Procedure details: 3-(2-carboxyethyl)-2,4-dimethyl-5-formylpyrrole (97.5 mg), 82 mg 6-methoxy-2-oxindole and 2 drops piperidine in 2 mL of ethanol were heated at 95° C. for overnight. The reaction mixture was cooled and concentrated. The residue was suspended in 2 N aqueous hydrochloric acid. The precipitate was filtered, washed with water to pH 6 and dried in a vacuum oven overnight to give 130 mg (76%) of the title compound as a yellow solid. Product: COC1=CC=C2C(C(NC2=C1)=O)=CC1=C(C(=C(N1)C)CCC(=O)O)C (3-[5-(6-Methoxy-2-oxo-1,2-dihydroindol-3-ylidenemethyl)-2,4-dimethyl-1H-pyrrol-3-yl]-propionic acid). Reaction SMILES: [C:1]([CH2:4][CH2:5][C:6]1[C:10]([CH3:11])=[C:9]([CH:12]=O)[NH:8][C:7]=1[CH3:14])([OH:3])=[O:2].[CH3:15][O:16][C:17]1[CH:25]=[C:24]2[C:20]([CH2:21][C:22](=[O:26])[NH:23]2)=[CH:19][CH:18]=1>N1CCCCC1.C(O)C>[CH3:15][O:16][C:17]1[CH:25]=[C:24]2[C:20]([C:21](=[CH:12][C:9]3[NH:8][C:7]([CH3:14])=[C:6]([CH2:5][CH2:4][C:1]([OH:3])=[O:2])[C:10]=3[CH3:11])[C:22](=[O:26])[NH:23]2)=[CH:19][CH:18]=1. Run in C(C)O (ethanol). Reactants: C(=O)(O)CCC1=C(NC(=C1C)C=O)C (3-(2-carboxyethyl)-2,4-dimethyl-5-formylpyrrole), COC1=CC=C2CC(NC2=C1)=O (6-methoxy-2-oxindole).